Dataset: the Open Reaction Database (ORD), a public repository of structured organic reaction records. Task: describe an organic reaction: reactants, conditions, products, and yield Reaction SMILES: [Br-:37].[CH3:22][O:23][c:24]1[cH:25][cH:26][c:27]([CH2:28][N:29]2[CH2:30][CH2:31][NH:32][CH2:33][CH2:34]2)[cH:35][cH:36]1.[Cl:1][C:2](=[O:3])[O:4][c:5]1[cH:6][cH:7][c:8]([O:11][c:12]2[n:13][cH:14][c:15]([C:18]([F:19])([F:20])[F:21])[cH:16][cH:17]2)[cH:9][cH:10]1.[K+:38]>>[C:2](=[O:3])([O:4][c:5]1[cH:6][cH:7][c:8]([O:11][c:12]2[n:13][cH:14][c:15]([C:18]([F:19])([F:20])[F:21])[cH:16][cH:17]2)[cH:9][cH:10]1)[N:32]1[CH2:31][CH2:30][N:29]([CH2:28][c:27]2[cH:26][cH:25][c:24]([O:23][CH3:22])[cH:36][cH:35]2)[CH2:34][CH2:33]1.[ClH:1]. Yields the product COc1ccc(CN2CCN(C(=O)Oc3ccc(Oc4ccc(C(F)(F)F)cn4)cc3)CC2)cc1, Cl. Reactants: [Br-], COc1ccc(CN2CCNCC2)cc1, O=C(Cl)Oc1ccc(Oc2ccc(C(F)(F)F)cn2)cc1, [K+]. Reactants: Cl.NC1CC2=C(C=3NC(C(NC3C=C2)=O)=O)C1 (8-amino-4,7,8,9-tetrahydro-1H-cyclopenta[f]quinoxaline-2,3-dione hydrochloride), [N+](=O)(O)[O-] (nitric acid). The solvent is FC(C(=O)O)(F)F (trifluoroacetic acid). Reaction conditions: time 3 hour. Product: Cl.NC1CC2=C(C=3NC(C(NC3C=C2[N+](=O)[O-])=O)=O)C1 (8-amino-6-nitro-4,7,8,9-tetrahydro-1H-cyclopenta[f]quinoxaline-2,3-dione hydrochloride). RXN SMILES: [ClH:1].[NH2:2][CH:3]1[CH2:17][C:6]2[C:7]3[NH:8][C:9](=[O:16])[C:10](=[O:15])[NH:11][C:12]=3[CH:13]=[CH:14][C:5]=2[CH2:4]1.[N+:18]([O-])([OH:20])=[O:19]>FC(F)(F)C(O)=O>[ClH:1].[NH2:2][CH:3]1[CH2:17][C:6]2[C:7]3[NH:8][C:9](=[O:16])[C:10](=[O:15])[NH:11][C:12]=3[CH:13]=[C:14]([N+:18]([O-:20])=[O:19])[C:5]=2[CH2:4]1 |f:0.1,4.5|. Procedure details: The parent quinoxalinedione (Example 33) was mixed with 50 mL trifluoroacetic acid and 1 mL fuming nitric acid at 0° C. and stirred for 3 h, then warmed to room temperature for 2 h. The solvent was evaporated, the residue taken up in acetone, and the solid collected by filtration. After washing with water and then tetrahydrofuran, the material was dried to give 1.3 g of the compound as the hydrochloride salt. CHN calc'd for C11H10N4O4.HCl.0.5H2O; C, 38.39; H, 3.52; N, 16.28; found-C, 38.54; H, 3... The reactants are CN(CCN(CCCCCCCCCCCC)C)CCCCCCCCCCCC (N,N′-dimethyl-N,N′-dilaurylethylenediamine), ICC(=O)[O-].[Na+] (sodium iodoacetate), C(C)(C)O (isopropanol), O (water). Run at temperature 80 celsius. Yields the product [OH-].[OH-].C(=O)(O)C[N+](CC[N+](CCCCCCCCCCCC)(C)CC(=O)O)(CCCCCCCCCCCC)C (N,N′-di(carboxymethyl)-N,N′-dimethyl-N,N′-dilaurylethylenediammonium dihydroxide). As a reaction SMILES: [CH3:1][N:2]([CH2:19][CH2:20][CH2:21][CH2:22][CH2:23][CH2:24][CH2:25][CH2:26][CH2:27][CH2:28][CH2:29][CH3:30])[CH2:3][CH2:4][N:5]([CH3:18])[CH2:6][CH2:7][CH2:8][CH2:9][CH2:10][CH2:11][CH2:12][CH2:13][CH2:14][CH2:15][CH2:16][CH3:17].I[CH2:32][C:33]([O-:35])=[O:34].[Na+].[CH:37]([OH:40])([CH3:39])C.[OH2:41]>>[OH-:34].[OH-:40].[C:33]([CH2:32][N+:5]([CH3:18])([CH2:6][CH2:7][CH2:8][CH2:9][CH2:10][CH2:11][CH2:12][CH2:13][CH2:14][CH2:15][CH2:16][CH3:17])[CH2:4][CH2:3][N+:2]([CH2:39][C:37]([OH:40])=[O:41])([CH3:1])[CH2:19][CH2:20][CH2:21][CH2:22][CH2:23][CH2:24][CH2:25][CH2:26][CH2:27][CH2:28][CH2:29][CH3:30])([OH:35])=[O:34] |f:1.2,5.6.7|. Reported procedure: To a 250 mL three-necked flask equipped with a magnetic stirrer, reflux condenser, thermometer and nitrogen purge were added 20 g (0.0472 mole) of N,N′-dimethyl-N,N′-dilaurylethylenediamine, 25.54 g (0.1180 mole) of sodium iodoacetate, 80 mL of isopropanol, and 8 mL of deionized water at ambient temperature. The mixture was heated with stirring to 80° C. and maintained at that temperature for 4.5 hrs. After cooling to room temperature, the solvent was removed under vacuum with a rotary evaporato... Starting materials: COC1=CC=C(C=C1)C(CC(=O)OCC)=O (ethyl 3-(4-methoxyphenyl)-3-oxopropanoate), CON.Cl (MeONH2.HCl). Solvent: C(C)O (ethanol). Run at temperature 80 celsius. The product is CON=C(CC(=O)OCC)C1=CC=C(C=C1)OC (Ethyl 3-(methoxyimino)-3-(4-methoxyphenyl)propanoate). Reaction SMILES: [CH3:1][O:2][C:3]1[CH:8]=[CH:7][C:6]([C:9](=O)[CH2:10][C:11]([O:13][CH2:14][CH3:15])=[O:12])=[CH:5][CH:4]=1.[CH3:17][O:18][NH2:19].Cl>C(O)C>[CH3:17][O:18][N:19]=[C:9]([C:6]1[CH:7]=[CH:8][C:3]([O:2][CH3:1])=[CH:4][CH:5]=1)[CH2:10][C:11]([O:13][CH2:14][CH3:15])=[O:12] |f:1.2|. Reported procedure: A mixture of ethyl 3-(4-methoxyphenyl)-3-oxopropanoate (500 mg) and MeONH2.HCl (207 mg) in ethanol (4 mL) was heated at 80° C. for 2 h. Ethanol was removed in vacuo, and saturated sodium bicarbonate was added to the residue. The aqueous solution was extrated with ethyl acetate (x4), and the combined organic layers were washed with brine, dried over anhydrous sodium sulfate, and filtered. The filtrate was evaporated in vacuo to give the title compound as a colorless oil, which was used directly i... The reactants are NC=1C=C2C(=CNC2=CC1)C1CCN(CC1)C (5-amino-3-(1-methylpiperidin-4-yl)-1H-indole), O1N=CC=C1C(=O)Cl (isoxazole-5-carbonyl chloride). Yields the product O1N=CC=C1C(=O)NC=1C=C2C(=CNC2=CC1)C1CCN(CC1)C (5-(isoxazol-5-oyl)amino-3-(1-methylpiperidin-4-yl)-1H-indole). The yield is 57.3%. As a reaction SMILES: [NH2:1][C:2]1[CH:3]=[C:4]2[C:8](=[CH:9][CH:10]=1)[NH:7][CH:6]=[C:5]2[CH:11]1[CH2:16][CH2:15][N:14]([CH3:17])[CH2:13][CH2:12]1.[O:18]1[C:22]([C:23](Cl)=[O:24])=[CH:21][CH:20]=[N:19]1>>[O:18]1[C:22]([C:23]([NH:1][C:2]2[CH:3]=[C:4]3[C:8](=[CH:9][CH:10]=2)[NH:7][CH:6]=[C:5]3[CH:11]2[CH2:16][CH2:15][N:14]([CH3:17])[CH2:13][CH2:12]2)=[O:24])=[CH:21][CH:20]=[N:19]1. Procedure: Beginning with 13 mg (0.056 mMol) 5-amino-3-(1-methylpiperidin-4-yl)-1H-indole and 8.21 mg (0.062 mMol) isoxazole-5-carbonyl chloride, 10.4 mg (57%) of the title compound were recovered. The reactants are OCC1=CC=CC(=N1)C(=O)OC(C)(C)C (t-Butyl 6-hydroxymethylpyridine-2-carboxylate), C(C)(C)N(CC)C(C)C (diisopropylethylamine), CS(=O)(=O)Cl (methanesulfonyl chloride). Run in C(Cl)Cl (methylene chloride). Run at time 8 hour. The product is ClCC1=CC=CC(=N1)C(=O)OC(C)(C)C (t-butyl 6-chloromethylpyridine-2-carboxylate). Reaction SMILES: O[CH2:2][C:3]1[N:8]=[C:7]([C:9]([O:11][C:12]([CH3:15])([CH3:14])[CH3:13])=[O:10])[CH:6]=[CH:5][CH:4]=1.C(N(C(C)C)CC)(C)C.CS([Cl:29])(=O)=O>C(Cl)Cl>[Cl:29][CH2:2][C:3]1[N:8]=[C:7]([C:9]([O:11][C:12]([CH3:15])([CH3:14])[CH3:13])=[O:10])[CH:6]=[CH:5][CH:4]=1. Reported procedure: t-Butyl 6-hydroxymethylpyridine-2-carboxylate (1.34 g) and diisopropylethylamine (1.24 g) were dissolved in 30 mL of methylene chloride, 0.54 mL of methanesulfonyl chloride was added dropwise thereto at ice temperature, and the mixture was stirred at room temperature overnight. The solvent was removed from the reaction mixture, and then the residue was purified by chromatography on silica gel (hexane-ethyl acetate=5:1) to give t-butyl 6-chloromethylpyridine-2-carboxylate as a yellow powder.